This data is from the Open Reaction Database (ORD), a public repository of structured organic reaction records. The task is: describe an organic reaction: reactants, conditions, products, and yield Reactants: CC1=NNC=C1 (3-methylpyrazole), [H-].[Na+] (NaH), ClC1=NC(=C(C(=C1)C)Br)C (2-chloro-5-bromo-4,6-dimethylpyridine). The solvent is CCOC(=O)C (EtOAc), [Cl-].[Na+].O (brine), CN(C)C=O (DMF). Conditions: time 30 minute. Product: BrC=1C(=NC(=CC1C)N1N=C(C=C1)C)C (3-bromo-2,4-dimethyl-6-(3-methyl-pyrazol-1-yl)-pyridine). Isolated yield 62.7%. Reaction SMILES: [CH3:1][C:2]1[CH:6]=[CH:5][NH:4][N:3]=1.[H-].[Na+].Cl[C:10]1[CH:15]=[C:14]([CH3:16])[C:13]([Br:17])=[C:12]([CH3:18])[N:11]=1>CN(C=O)C.CCOC(C)=O.[Cl-].[Na+].O>[Br:17][C:13]1[C:12]([CH3:18])=[N:11][C:10]([N:4]2[CH:5]=[CH:6][C:2]([CH3:1])=[N:3]2)=[CH:15][C:14]=1[CH3:16] |f:1.2,6.7.8|. Reported procedure: To a solution of 3-methylpyrazole (156 mg, 1.90 mmol) in DMF (2 ml) was added NaH (60% dispersion in oil, 76 mg, 1.9 mmol) and the reaction stirred at room temperature for 30 min. before adding 2-chloro-5-bromo-4,6-dimethylpyridine (227 mg, 1.03 mmol) as a solid in one portion. The mixture was heated to 85° C. for 2 d then cooled and diluted with EtOAc (35 ml) and brine (20 ml). The organic layer was washed with brine (2×15 ml) and water (1×10 ml), dried (Na2SO4), concentrated and purified by co...